describe an organic reaction: reactants, conditions, products, and yield From a dataset of the Open Reaction Database (ORD), a public repository of structured organic reaction records. Reactants: CC(CN1C(N(C2=NC(=CC=C21)C2=C(C#N)C=CC(=C2)[C@H](C)O)C)=O)(C)C (2-[1-(2,2-dimethylpropyl)-3-methyl-2-oxo-2,3-dihydro-1H-imidazo[4,5-b]pyridin-5-yl]-4-[(1S)-1-hydroxyethyl]benzonitrile), C(C)(C)N(CC)C(C)C (Diisopropyl ethyl amine). Solvent: C(Cl)Cl (DCM), CS(=O)C (DMSO), C(Cl)Cl (DCM), CS(=O)C (DMSO), CO (methanol). Conditions: time 30 minute. The product is C(C)(=O)C1=CC(=C(C#N)C=C1)C1=CC=C2C(=N1)N(C(N2CC(C)(C)C)=O)C (4-acetyl-2-[1-(2,2-dimethylpropyl)-3-methyl-2-oxo-2,3-dihydro-1H-imidazo[4,5-b]pyridin-5-yl]benzonitrile). As a reaction SMILES: [CH3:1][C:2]([CH3:27])([CH3:26])[CH2:3][N:4]1[C:12]2[C:7](=[N:8][C:9]([C:13]3[CH:20]=[C:19]([C@@H:21]([OH:23])[CH3:22])[CH:18]=[CH:17][C:14]=3[C:15]#[N:16])=[CH:10][CH:11]=2)[N:6]([CH3:24])[C:5]1=[O:25].C(N(C(C)C)CC)(C)C>C(Cl)Cl.CS(C)=O.CO>[C:21]([C:19]1[CH:18]=[CH:17][C:14]([C:15]#[N:16])=[C:13]([C:9]2[N:8]=[C:7]3[N:6]([CH3:24])[C:5](=[O:25])[N:4]([CH2:3][C:2]([CH3:26])([CH3:1])[CH3:27])[C:12]3=[CH:11][CH:10]=2)[CH:20]=1)(=[O:23])[CH3:22]. Reported procedure: To a microwave vial, 2-[1-(2,2-dimethylpropyl)-3-methyl-2-oxo-2,3-dihydro-1H-imidazo[4,5-b]pyridin-5-yl]-4-[1-hydroxyethyl]benzonitrile (30-2) (35 mg, 0.1 mmol) was dissolved in DCM (0.25 ml) under nitrogen, followed by the addition of Diisopropyl ethyl amine (50 mg, 0.39 mmol). In a separate vial under nitrogen, SO3 Pyridine complex (61 mg, 0.39 mmol) was dissolved in DMSO (0.25 ml). The DMSO solution was then added slowly to DCM solution and allowed to stir at room temperature. After 30 minute... The reactants are COc1ccc(CCN)cc1C, CCN(C(C)C)C(C)C, CCc1cnc(Cl)nc1. Yields the product CCc1cnc(NCCc2ccc(OC)c(C)c2)nc1. RXN SMILES: [CH3:1][O:2][c:3]1[c:4]([CH3:12])[cH:5][c:6]([CH2:9][CH2:10][NH2:11])[cH:7][cH:8]1.[CH:22]([N:23]([CH2:24][CH3:25])[CH:26]([CH3:27])[CH3:28])([CH3:29])[CH3:30].[Cl:13][c:14]1[n:15][cH:16][c:17]([CH2:20][CH3:21])[cH:18][n:19]1>>[CH3:1][O:2][c:3]1[c:4]([CH3:12])[cH:5][c:6]([CH2:9][CH2:10][NH:11][c:14]2[n:15][cH:16][c:17]([CH2:20][CH3:21])[cH:18][n:19]2)[cH:7][cH:8]1. The reactants are C(C1=CC=CC=C1)=NN1C(=NC=C1)C (1-(benzylideneamino)-2-methylimidazole), F[B-](F)(F)F.C[O+](C)C (trimethyloxonium tetrafluoroborate). Run in ClCCl (dichloromethane). Reaction conditions: time 8 hour. Yields the product F[B-](F)(F)F.C(C1=CC=CC=C1)=N[N+]1=C(N(C=C1)C)C (1-(benzylideneamino)-2,3-dimethylimidazolium tetrafluoroborate). Reaction SMILES: [CH:1](=[N:8][N:9]1[CH:13]=[CH:12][N:11]=[C:10]1[CH3:14])[C:2]1[CH:7]=[CH:6][CH:5]=[CH:4][CH:3]=1.[F:15][B-:16]([F:19])([F:18])[F:17].[CH3:20][O+](C)C>ClCCl>[F:15][B-:16]([F:19])([F:18])[F:17].[CH:1](=[N:8][N+:9]1[CH:13]=[CH:12][N:11]([CH3:20])[C:10]=1[CH3:14])[C:2]1[CH:3]=[CH:4][CH:5]=[CH:6][CH:7]=1 |f:1.2,4.5|. Procedure: 0.92 g of 1-(benzylideneamino)-2-methylimidazole is dissolved in 10 ml of absolute dichloromethane and then treated with 0.74 g of trimethyloxonium tetrafluoroborate. The mixture is stirred at room temperature overnight and the resulting precipitate is filtered under suction and washed twice with dichloromethane. After reprecipitation from acetonitrile/diethyl ether, there is obtained colorless 1-(benzylideneamino)-2,3-dimethylimidazolium tetrafluoroborate of m.p. 213°-216°. Starting materials: CCCCCC, CC(C)O, Nc1c(F)cc(Cl)cc1F, COc1cc2ncnc(Cl)c2cc1OC, Cl, Cl. The product is Cl, COc1cc2ncnc(Nc3c(F)cc(Cl)cc3F)c2cc1OC. Reaction SMILES: [CH3:28][CH2:29][CH2:30][CH2:31][CH2:32][CH3:33].[CH:34]([OH:35])([CH3:36])[CH3:37].[Cl:18][c:19]1[cH:20][c:21]([F:27])[c:22]([NH2:23])[c:24]([F:26])[cH:25]1.[Cl:2][c:3]1[n:4][cH:5][n:6][c:7]2[cH:8][c:9]([O:15][CH3:16])[c:10]([O:13][CH3:14])[cH:11][c:12]12.[ClH:17].[ClH:1]>>[ClH:2].[c:3]1([NH:23][c:22]2[c:21]([F:27])[cH:20][c:19]([Cl:18])[cH:25][c:24]2[F:26])[n:4][cH:5][n:6][c:7]2[cH:8][c:9]([O:15][CH3:16])[c:10]([O:13][CH3:14])[cH:11][c:12]12. As a reaction SMILES: [F:1][C:2]1[CH:19]=[CH:18][C:5]2[C:6]([CH:9]3[CH2:14][CH2:13][N:12]([CH2:15][CH2:16][NH2:17])[CH2:11][CH2:10]3)=[N:7][O:8][C:4]=2[CH:3]=1.[F:20][C:21]1[CH:22]=[C:23]2[C:28](=O)[O:27][C:25](=[O:26])[C:24]2=[CH:30][CH:31]=1>ClCCl>[F:1][C:2]1[CH:19]=[CH:18][C:5]2[C:6]([CH:9]3[CH2:14][CH2:13][N:12]([CH2:15][CH2:16][N:17]4[C:28](=[O:27])[C:23]5=[CH:22][C:21]([F:20])=[CH:31][CH:30]=[C:24]5[C:25]4=[O:26])[CH2:11][CH2:10]3)=[N:7][O:8][C:4]=2[CH:3]=1. Procedure details: A stirred mixture of 2-[4-(6-fluoro-1,2-benzisoxazol-3-yl)-1-piperidinyl]ethylamine (2.63 g, 0.01 mole) and 4-fluorophthalic anhydride (1.83 g, 0.011 mole) in dichloromethane (100 ml) is stirred at room temperature for 4 hours. The solvent is then removed under reduced pressure and the residual solids are purified by flash chromatography. The product is further purified by recrystallization to afford N-[2-[4-(6-fluoro-1,2-benzisoxazol-3-yl)-1-piperidinyl]ethyl]-4-fluorophthalimide. Reactants: FC1=CC2=C(C(=NO2)C2CCN(CC2)CCN)C=C1 (2-[4-(6-fluoro-1,2-benzisoxazol-3-yl)-1-piperidinyl]ethylamine), FC=1C=C2C(C(=O)OC2=O)=CC1 (4-fluorophthalic anhydride). The solvent is ClCCl (dichloromethane). Yields the product FC1=CC2=C(C(=NO2)C2CCN(CC2)CCN2C(C=3C(C2=O)=CC(=CC3)F)=O)C=C1 (N-[2-[4-(6-fluoro-1,2-benzisoxazol-3-yl)-1-piperidinyl]ethyl]-4-fluorophthalimide). Run at time 4 hour. The reactants are COc1c(Br)cc(C(C)(OC)OC)cc1C(F)(F)F, O=C([O-])[O-], C1COCCN1, CC1(C)c2cccc(P(c3ccccc3)c3ccccc3)c2Oc2c(P(c3ccccc3)c3ccccc3)cccc21, [Cs+], [Cs+], C1COCCO1. Product: COc1c(N2CCOCC2)cc(C(C)(OC)OC)cc1C(F)(F)F. RXN SMILES: [Br:1][c:2]1[c:3]([O:18][CH3:19])[c:4]([C:14]([F:15])([F:16])[F:17])[cH:5][c:6]([C:8]([CH3:9])([O:10][CH3:11])[O:12][CH3:13])[cH:7]1.[C:20](=[O:21])([O-:22])[O-:23].[CH2:68]1[CH2:69][O:70][CH2:71][CH2:72][NH:73]1.[CH3:26][C:27]1([CH3:28])[c:29]2[cH:30][cH:31][cH:32][c:33]([P:34]([c:35]3[cH:36][cH:37][cH:38][cH:39][cH:40]3)[c:41]3[cH:42][cH:43][cH:44][cH:45][cH:46]3)[c:47]2[O:48][c:49]2[c:50]1[cH:51][cH:52][cH:53][c:54]2[P:55]([c:56]1[cH:57][cH:58][cH:59][cH:60][cH:61]1)[c:62]1[cH:63][cH:64][cH:65][cH:66][cH:67]1.[Cs+:24].[Cs+:25].[O:74]1[CH2:75][CH2:76][O:77][CH2:78][CH2:79]1>>[c:2]1([N:73]2[CH2:68][CH2:69][O:70][CH2:71][CH2:72]2)[c:3]([O:18][CH3:19])[c:4]([C:14]([F:15])([F:16])[F:17])[cH:5][c:6]([C:8]([CH3:9])([O:10][CH3:11])[O:12][CH3:13])[cH:7]1. Starting materials: Cl.CC1(C=2C=CC(=CC2C(CC1)(C)C)C=1N=NN(C1)C1CCNCC1)C (4-[4-(5,5,8,8-tetramethyl-5,6,7,8-tetrahydronaphthalen-2-yl)-1,2,3-triazol-1-yl]piperidine hydrochloride), ClCCCCOC(C)=O (acetic acid 4-chlorobutyl ester), [OH-].[Na+] (sodium hydroxide). The solvent is CO (methanol). Yields the product CC1(C=2C=CC(=CC2C(CC1)(C)C)C=1N=NN(C1)C1CCN(CC1)CCCCO)C (4-{4-[4-(5,5,8,8-tetramethyl-5,6,7,8-tetrahydronaphthalen-2-yl)-1,2,3-triazol-1-yl]piperidin-1-yl}butan-1-ol). As a reaction SMILES: Cl.[CH3:2][C:3]1([CH3:26])[CH2:12][CH2:11][C:10]([CH3:14])([CH3:13])[C:9]2[CH:8]=[C:7]([C:15]3[N:16]=[N:17][N:18]([CH:20]4[CH2:25][CH2:24][NH:23][CH2:22][CH2:21]4)[CH:19]=3)[CH:6]=[CH:5][C:4]1=2.Cl[CH2:28][CH2:29][CH2:30][CH2:31][O:32]C(=O)C.[OH-].[Na+]>CO>[CH3:2][C:3]1([CH3:26])[CH2:12][CH2:11][C:10]([CH3:13])([CH3:14])[C:9]2[CH:8]=[C:7]([C:15]3[N:16]=[N:17][N:18]([CH:20]4[CH2:25][CH2:24][N:23]([CH2:28][CH2:29][CH2:30][CH2:31][OH:32])[CH2:22][CH2:21]4)[CH:19]=3)[CH:6]=[CH:5][C:4]1=2 |f:0.1,3.4|. Procedure: The preparation was carried out as already described starting from 24 mg (0.06 mmol) of 4-[4-(5,5,8,8-tetramethyl-5,6,7,8-tetrahydronaphthalen-2-yl)-1,2,3-triazol-1-yl]piperidine hydrochloride and 13 μl (0.11 mmol) of acetic acid 4-chlorobutyl ester. The protecting group was cleaved off by means of a 1N sodium hydroxide solution in methanol. The product was purified by means of preparative HPLC and is in the form of the hydrochloride. The reactants are C(#N)C=1C=C(C(=O)OC)C=C(C1)OC(F)(F)F (methyl 3-cyano-5-(trifluoromethoxy)benzoate), C(#N)C=1C=C(C(=O)O)C=C(C1)OC(C)C (3-cyano-5-isopropoxybenzoic acid). The product is C(#N)C=1C=C(C(=O)O)C=C(C1)OC(F)(F)F (3-cyano-5-(trifluoromethoxy)benzoic acid). Reaction SMILES: [C:1]([C:3]1[CH:4]=[C:5]([CH:10]=[C:11]([O:13][C:14]([F:17])([F:16])[F:15])[CH:12]=1)[C:6]([O:8]C)=[O:7])#[N:2].C(C1C=C(C=C(OC(C)C)C=1)C(O)=O)#N>>[C:1]([C:3]1[CH:4]=[C:5]([CH:10]=[C:11]([O:13][C:14]([F:15])([F:16])[F:17])[CH:12]=1)[C:6]([OH:8])=[O:7])#[N:2]. Procedure: Prepared from methyl 3-cyano-5-(trifluoromethoxy)benzoate according to the procedure for 3-cyano-5-isopropoxybenzoic acid. LCMS-ESI (m/z) calculated for C9H4F3NO3: 231.1; no m/z observed, tR=2.38 min. Starting materials: C(C1=CC=CC=C1)N1CC[C@@H]2CC3=C(C[C@H]12)C(=CC=C3)OC (cis-(±)-1-benzyl-8-methoxy-2,3,3a,4,9,9a-hexahydro-1H-benz[f]indole), [H][H] (hydrogen). The reagents and catalysts are [Pd] (Pd/C). The solvent is CO (methanol). Product: COC1=CC=CC=2C[C@H]3CCN[C@H]3CC21 (cis-(±)-8-methoxy-2,3,3a,4,9,9a-hexahydro-1H-benz[f]indole). The yield is 101.8%. RXN SMILES: C([N:8]1[C@@H:16]2[C@@H:11]([CH2:12][C:13]3[CH:20]=[CH:19][CH:18]=[C:17]([O:21][CH3:22])[C:14]=3[CH2:15]2)[CH2:10][CH2:9]1)C1C=CC=CC=1.[H][H]>CO.[Pd]>[CH3:22][O:21][C:17]1[C:14]2[CH2:15][C@H:16]3[C@H:11]([CH2:10][CH2:9][NH:8]3)[CH2:12][C:13]=2[CH:20]=[CH:19][CH:18]=1. Procedure details: 1.7 g (5.8 mmol) of cis-(±)-1-benzyl-8-methoxy-2,3,3a,4,9,9a-hexahydro-1H-benz[f]indole (9b) are dissolved in 35 mL of methanol and hydrogenated at 20° C. and 5 bars of hydrogen pressure on 0.2 g of Pd/C (10%). After 5 h the mixture is filtered over silica gel and the solvent is eliminated in vacuo. 1.2 g (100%) 10b are obtained as an oil. Reactants: [H-].[H-].[H-].[H-].[Li+].[Al+3] (LAH), C(C)C1=CC=C(O1)CCC(=O)OC (methyl 3-(5-ethyl-2-furyl)propanoate). The solvent is C1CCOC1 (THF), C1CCOC1 (THF). Reaction conditions: temperature 0 celsius. Product: C(C)C1=CC=C(O1)CCCO (3-(5-ethyl-2-furanyl)propan-1-ol). Yield: 84.7%. Reaction SMILES: [H-].[H-].[H-].[H-].[Li+].[Al+3].[CH2:7]([C:9]1[O:13][C:12]([CH2:14][CH2:15][C:16](OC)=[O:17])=[CH:11][CH:10]=1)[CH3:8]>C1COCC1>[CH2:7]([C:9]1[O:13][C:12]([CH2:14][CH2:15][CH2:16][OH:17])=[CH:11][CH:10]=1)[CH3:8] |f:0.1.2.3.4.5|. Procedure: To a mixture of 3.42 g (90.1 mol) of LAH in THF under nitrogen and stirring at 0° C., was added dropwise 14.9 g (81.9 mmol) of methyl 3-(5-ethyl-2-furyl)propanoate in THF. The reaction mixture was quenched with 3.4 mL of water, 3.4 mL of sodium hydroxide solution, and 10.2 mL of water. Magnesium sulfate was added to the mixture with stirring, filtered and concentrated in vacuo. The residue was passed through silica gel and eluted with ethyl acetate/hexane (2:8) to yield 10.7 g (85%) of the desir...